From a dataset of the Open Reaction Database (ORD), a public repository of structured organic reaction records. describe an organic reaction: reactants, conditions, products, and yield The reactants are C(C=C)C1=CC(=C2C=CC=NC2=C1O)F (7-allyl-5-fluoro-8-quinolinol), [H][H] (hydrogen). The reagents and catalysts are [Pd] (Pd/C). Run in CO (methanol). Product: FC1=C2C=CC=NC2=C(C(=C1)CCC)O (5-fluoro-7-propyl-8-quinolinol). Isolated yield 96.4%. Reaction SMILES: [CH2:1]([C:4]1[C:13]([OH:14])=[C:12]2[C:7]([CH:8]=[CH:9][CH:10]=[N:11]2)=[C:6]([F:15])[CH:5]=1)[CH:2]=[CH2:3].[H][H]>[Pd].CO>[F:15][C:6]1[CH:5]=[C:4]([CH2:1][CH2:2][CH3:3])[C:13]([OH:14])=[C:12]2[C:7]=1[CH:8]=[CH:9][CH:10]=[N:11]2. Procedure: After a 100 mL three-neck flask equipped with a magnetic stirrer, a reflux condenser and a thermometer was replaced with Ar, 40.0 mL of methanol, 5 wt % Pd/C (0.40 g) and 7-allyl-5-fluoro-8-quinolinol (4.09 g) were thrown thereto and the mixture was stirred under slight pressurization of hydrogen. After replaced with Ar, the mixture was filtered to remove Pd/C and the filtrate was concentrated to give 3.98 g of 5-fluoro-7-propyl-8-quinolinol as a pale purple solid (yield: 96.0%). The reactants are FC1=CC=C(C(=O)Cl)C=C1 (4-fluorobenzoyl chloride), COC=1C=C(C=CC1)C1(CNCCC1)O (3-(3-methoxy-phenyl)-piperidine-3-ol). Yields the product FC1=CC=C(C=C1)C(=O)N1CC(CCC1)(C1=CC(=CC=C1)OC)O ((4-fluorophenyl)-[3-hydroxy-3-(3-methoxyphenyl)-piperidine-1-yl]-methanone). Reaction SMILES: [F:1][C:2]1[CH:10]=[CH:9][C:5]([C:6](Cl)=[O:7])=[CH:4][CH:3]=1.[CH3:11][O:12][C:13]1[CH:14]=[C:15]([C:19]2([OH:25])[CH2:24][CH2:23][CH2:22][NH:21][CH2:20]2)[CH:16]=[CH:17][CH:18]=1>>[F:1][C:2]1[CH:10]=[CH:9][C:5]([C:6]([N:21]2[CH2:22][CH2:23][CH2:24][C:19]([OH:25])([C:15]3[CH:16]=[CH:17][CH:18]=[C:13]([O:12][CH3:11])[CH:14]=3)[CH2:20]2)=[O:7])=[CH:4][CH:3]=1. Reported procedure: The compound of Example 3 was prepared according to the general preparation protocol A from 4-fluorobenzoyl chloride and 3-(3-methoxy-phenyl)-piperidine-3-ol. The reactants are ClCCN1C(C2(SCCCS2)C2=CC(=CC=C12)F)=O (1-(2-chloroethyl)-1,3-dihydro-5-fluoro-2-oxo-2H-indole-3-spiro-2'-1,3-dithiane). The reagents and catalysts are [Ni] (Raney nickel). Solvent: C(C)O (ethanol), O1CCCC1 (tetrahydrofuran). Run at time 3 hour. Yields the product ClCCN1C(CC2=CC(=CC=C12)F)=O (1-(2-Chloroethyl)-5-fluoro-1,3-dihydro-2H-indole-2-one). RXN SMILES: [Cl:1][CH2:2][CH2:3][N:4]1[C:17]2[C:12](=[CH:13][C:14]([F:18])=[CH:15][CH:16]=2)[C:6]2(SCCCS2)[C:5]1=[O:19]>C(O)C.O1CCCC1.[Ni]>[Cl:1][CH2:2][CH2:3][N:4]1[C:17]2[C:12](=[CH:13][C:14]([F:18])=[CH:15][CH:16]=2)[CH2:6][C:5]1=[O:19]. Reported procedure: 1-(2-chloroethyl)-1,3-dihydro-5-fluoro-2-oxo-2H-indole-3-spiro-2'-1,3-dithiane (2.08 g) was dissolved in a mixture of ethanol (30 ml) and tetrahydrofuran (20 ml). Raney nickel was added and the mixture was heated under reflux with vigorous stirring for 3 hours. The cooled solution was filtered, evaporated under reduced pressure and triturated with ether to give 1-(2-Chloroethyl)-5-fluoro-1,3-dihydro-2H-indole-2-one as a white solid. The reactants are C(C)(C)(C)OC(NC(CCN1C(OC2=C1C=CC=C2)=O)(C)C)=O (tert-butyl[1,1-dimethyl-3-(2-oxo-benzoxazol-3-yl)-propyl]-carbamate), O1C(NC2=C1C=CC=C2)=O (benzoxazol-2-one), NCCC(C)(C)NC(OC(C)(C)C)=O (tert-butyl (3-amino-1,1-dimethyl-propyl)-carbamate), gas, [H-].[Na+] (sodium hydride), C(O)([O-])=O.[Na+] (sodium hydrogen carbonate). Reagents/catalysts: [I-].C(CCC)[N+](CCCC)(CCCC)CCCC (tetrabutylammonium iodide). The solvent is CN1CCCN(C1=O)C (DMPU), C(C)(=O)OCC (Ethyl acetate). Yields the product NC(CCN1C(OC2=C1C=CC=C2)=O)(C)C (3-(3-amino-3-methyl-butyl)-3H-benzoxazol-2-one). Reaction SMILES: C(OC(=O)[NH:7][C:8]([CH3:22])([CH3:21])[CH2:9][CH2:10][N:11]1[C:15]2[CH:16]=[CH:17][CH:18]=[CH:19][C:14]=2[O:13][C:12]1=[O:20])(C)(C)C.O1C2C=CC=CC=2NC1=O.[H-].[Na+].NCCC(NC(=O)OC(C)(C)C)(C)C.C(=O)([O-])O.[Na+]>CN1C(=O)N(C)CCC1.[I-].C([N+](CCCC)(CCCC)CCCC)CCC.C(OCC)(=O)C>[NH2:7][C:8]([CH3:22])([CH3:21])[CH2:9][CH2:10][N:11]1[C:15]2[CH:16]=[CH:17][CH:18]=[CH:19][C:14]=2[O:13][C:12]1=[O:20] |f:2.3,5.6,8.9|. Procedure details: tert-butyl[1,1-dimethyl-3-(2-oxo-benzoxazol-3-yl)-propyl]-carbamate: 4.0 g (29.6 mmol) benzoxazol-2-one are dissolved in 40 mL DMPU and cooled with an ice bath. Under protective gas 897 mg (95%; 35.5 mmol) sodium hydride is added batchwise to this solution. The reaction mixture is heated to ambient temperature and then stirred for another hour. 9.85 g (44.4 mmol) tert-butyl (3-amino-1,1-dimethyl-propyl)-carbamate and 1.97 g (5.3 mmol) tetrabutylammonium iodide are added and the mixture is stirre... Reactants: CC1=CC=CC(=N1)N (6-methyl-2-aminopyridine), BrC1=NC(=CC=C1)C (2-bromo-6-methylpyridine), CC(C)([O-])C.[Na+] (sodium tert-butoxide). Reagents/catalysts: C1(=CC=CC=C1)P([C-]1C=CC=C1)C1=CC=CC=C1.[C-]1(C=CC=C1)P(C1=CC=CC=C1)C1=CC=CC=C1.[Fe+2] (1,1′-bis(diphenylphosphino)ferrocene). The solvent is C1(=CC=CC=C1)C (toluene). The product is CC1=CC=CC(=N1)NC1=NC(=CC=C1)C (6-Methyl-N-(6-methylpyridin-2-yl)pyridin-2-amine). RXN SMILES: [CH3:1][C:2]1[N:7]=[C:6]([NH2:8])[CH:5]=[CH:4][CH:3]=1.Br[C:10]1[CH:15]=[CH:14][CH:13]=[C:12]([CH3:16])[N:11]=1.CC(C)([O-])C.[Na+]>C1(P(C2C=CC=CC=2)[C-]2C=CC=C2)C=CC=CC=1.[C-]1(P(C2C=CC=CC=2)C2C=CC=CC=2)C=CC=C1.[Fe+2].C1(C)C=CC=CC=1>[CH3:1][C:2]1[N:7]=[C:6]([NH:8][C:10]2[CH:15]=[CH:14][CH:13]=[C:12]([CH3:16])[N:11]=2)[CH:5]=[CH:4][CH:3]=1 |f:2.3,4.5.6|. Procedure details: To a flask were added 0.76 g 6-methyl-2-aminopyridine, 1.0 g 2-bromo-6-methylpyridine, 0.95 g sodium tert-butoxide, 0.16 g 1,1′-bis(diphenylphosphino)ferrocene and 50 ml toluene. The mixture was purged thoroughly with nitrogen and 0.14 g of tris(dibenzylideneacetone)d2-propanollladium (0) was added and the mixture was heated to 80 C under nitrogen for 3 hours. After cooling to 22 C and quenching with 50 ml water, the product was extracted twice with ethyl acetate and washed twice with water. Aft... Isolated yield 91.2%. Reactants: BrC1=NC=C(C(=C1)C(C)O)F (1-(2-Bromo-5-fluoropyridin-4-yl)ethanol), I(=O)(=O)C1=C(C(=O)O)C=CC=C1 (2-iodoxybenzoic acid). Conditions: temperature 85 celsius, time 20 hour. As a reaction SMILES: [Br:1][C:2]1[CH:7]=[C:6]([CH:8]([OH:10])[CH3:9])[C:5]([F:11])=[CH:4][N:3]=1.I(C1C=CC=CC=1C(O)=O)(=O)=O>C(OCC)(=O)C>[Br:1][C:2]1[CH:7]=[C:6]([C:8](=[O:10])[CH3:9])[C:5]([F:11])=[CH:4][N:3]=1. Procedure details: A mixture of 325b (7.5 g, 34.2 mmol) and 2-iodoxybenzoic acid (38.4 g, 137 mmol) in ethyl acetate (200 mL) was stirred at 85° C. for 20 hrs. The reaction mixture was filtered and the filtrate was concentrated under reduced pressure. The resulting residue was purified by silica-gel column chromatography eluting with petroleum ether/ethyl acetate (20:1 to 10:1) to afford 325c (6.8 g, 92%) as a yellow oil. MS-ESI: [M+H]+ 217.9. Yields the product BrC1=NC=C(C(=C1)C(C)=O)F (1-(2-Bromo-5-fluoropyridin-4-yl)ethanone). The solvent is C(C)(=O)OCC (ethyl acetate).